From a dataset of the Open Reaction Database (ORD), a public repository of structured organic reaction records. describe an organic reaction: reactants, conditions, products, and yield Reactants: C([O-])([O-])=O.[Na+].[Na+] (sodium carbonate), tetrakis triphenylphosphine palladium, COCCOC (DME), BrC1=CSC=C1 (3-bromothiophene), CC1(OB(OC1(C)C)C1=CC=C(N)C=C1)C (4-(4,4,5,5-tetramethyl-1,3,2-dioxaborolan-2-yl)aniline). Run in O (water), C(C)(=O)OCC (ethyl acetate). Yields the product S1C=C(C=C1)C1=CC=C(N)C=C1 (4-(3-thienyl)aniline). As a reaction SMILES: C(=O)([O-])[O-].[Na+].[Na+].COCCOC.Br[C:14]1[CH:18]=[CH:17][S:16][CH:15]=1.CC1(C)C(C)(C)OB([C:27]2[CH:33]=[CH:32][C:30]([NH2:31])=[CH:29][CH:28]=2)O1>O.C(OCC)(=O)C>[S:16]1[CH:17]=[CH:18][C:14]([C:27]2[CH:33]=[CH:32][C:30]([NH2:31])=[CH:29][CH:28]=2)=[CH:15]1 |f:0.1.2|. Procedure details: An aqueous sodium carbonate solution and tetrakis triphenylphosphine palladium were added to a DME solution of 3-bromothiophene and 4-(4,4,5,5-tetramethyl-1,3,2-dioxaborolan-2-yl)aniline, and the mixture was refluxed under heating for 6 hours with argon atmosphere. After cooling to room temperature, the reaction mixture was added with ethyl acetate and water to separate an organic layer, which was then washed and dried. The solvent was evaporated under reduced pressure. The resulting crude produ... The reactants are Cn1cc(C(N)=O)c(C(F)(F)F)n1, Cc1ccccc1, O=C1CCCCC1c1ccc(Cl)cc1, O, Cc1ccc(S(=O)(=O)O)cc1. Product: Cn1cc(C(=O)NC2=C(c3ccc(Cl)cc3)CCCC2)c(C(F)(F)F)n1. As a reaction SMILES: [CH3:15][n:16]1[n:17][c:18]([C:24]([F:25])([F:26])[F:27])[c:19]([C:21](=[O:22])[NH2:23])[cH:20]1.[CH3:40][c:41]1[cH:42][cH:43][cH:44][cH:45][cH:46]1.[Cl:1][c:2]1[cH:3][cH:4][c:5]([CH:8]2[C:9](=[O:14])[CH2:10][CH2:11][CH2:12][CH2:13]2)[cH:6][cH:7]1.[OH2:39].[c:28]1([CH3:29])[cH:30][cH:31][c:32]([S:33]([OH:34])(=[O:35])=[O:36])[cH:37][cH:38]1>>[Cl:1][c:2]1[cH:3][cH:4][c:5]([C:8]2=[C:9]([NH:23][C:21]([c:19]3[c:18]([C:24]([F:25])([F:26])[F:27])[n:17][n:16]([CH3:15])[cH:20]3)=[O:22])[CH2:10][CH2:11][CH2:12][CH2:13]2)[cH:6][cH:7]1. RXN SMILES: [Si:1]([O:18][CH:19]1[CH2:22][C:21](=[CH:23][C:24]#[N:25])[CH2:20]1)([C:14]([CH3:17])([CH3:16])[CH3:15])([C:8]1[CH:13]=[CH:12][CH:11]=[CH:10][CH:9]=1)[C:2]1[CH:7]=[CH:6][CH:5]=[CH:4][CH:3]=1.[NH:26]1[CH:30]=[C:29]([C:31]2[CH:36]=[CH:35][N:34]=[C:33]3[N:37]([CH2:40][O:41][CH2:42][CH2:43][Si:44]([CH3:47])([CH3:46])[CH3:45])[CH:38]=[CH:39][C:32]=23)[CH:28]=[N:27]1.C(#N)C.N12CCCN=C1CCCCC2>>[Si:1]([O:18][CH:19]1[CH2:22][C:21]([CH2:23][C:24]#[N:25])([N:26]2[CH:30]=[C:29]([C:31]3[CH:36]=[CH:35][N:34]=[C:33]4[N:37]([CH2:40][O:41][CH2:42][CH2:43][Si:44]([CH3:47])([CH3:46])[CH3:45])[CH:38]=[CH:39][C:32]=34)[CH:28]=[N:27]2)[CH2:20]1)([C:14]([CH3:17])([CH3:16])[CH3:15])([C:8]1[CH:13]=[CH:12][CH:11]=[CH:10][CH:9]=1)[C:2]1[CH:3]=[CH:4][CH:5]=[CH:6][CH:7]=1. Procedure: To a solution of (3-{[tert-butyl(diphenyl)silyl]oxy}cyclobutylidene)acetonitrile (4.0 g, 8.7 mmol, from Step 4 of Intermediate Example A1) and 4-(1H-pyrazol-4-yl)-1-{[2-(trimethylsilyl)ethoxy]methyl}-1H-pyrrolo[2,3-b]pyridine (1.50 g, 4.77 mmol, US 20090181959) in acetonitrile (10 mL, 200 mmol) was added 1,8-diazabicyclo[5.4.0]undec-7-ene (0.68 mL, 4.6 mmol). The reaction was stirred overnight. A further portion of 1,8-diazabicyclo[5.4.0]undec-7-ene (0.7 mL, 5 mmol) was added and the reaction wa... Reaction conditions: time 8 hour. Yields the product [Si](C1=CC=CC=C1)(C1=CC=CC=C1)(C(C)(C)C)OC1CC(C1)(N1N=CC(=C1)C1=C2C(=NC=C1)N(C=C2)COCC[Si](C)(C)C)CC#N ({3-{[tert-Butyl(diphenyl)silyl]oxy}-1-[4-(1-{[2-(trimethylsilyl)ethoxy]methyl}-1H-pyrrolo[2,3-b]pyridin-4-yl)-1H-pyrazol-1-yl]cyclobutyl}acetonitrile). The reactants are [Si](C1=CC=CC=C1)(C1=CC=CC=C1)(C(C)(C)C)OC1CC(C1)=CC#N ((3-{[tert-butyl(diphenyl)silyl]oxy}cyclobutylidene)acetonitrile), N1N=CC(=C1)C1=C2C(=NC=C1)N(C=C2)COCC[Si](C)(C)C (4-(1H-pyrazol-4-yl)-1-{[2-(trimethylsilyl)ethoxy]methyl}-1H-pyrrolo[2,3-b]pyridine), C(C)#N (acetonitrile), N12CCCCCC2=NCCC1 (1,8-diazabicyclo[5.4.0]undec-7-ene), N12CCCCCC2=NCCC1 (1,8-diazabicyclo[5.4.0]undec-7-ene). The reactants are C(=O)=O (CO2), CC1=CSC=2SCCC(C21)(C)C (5,6-dihydro-3,4,4-trimethyl-4H-thieno[2,3-b]thiopyran), O1CCCC1 (tetrahydrofuran), C(CCC)[Li] (n-butyllithium). Solvent: CCCCCC (hexane). Reaction conditions: temperature -65 celsius, time 1 hour. The product is CC1=C(SC=2SCCC(C21)(C)C)C(=O)O (5,6-dihydro-3,4,4-trimethyl-4H-thieno[2,3-b]thiopyran-2-carboxylic acid). RXN SMILES: [CH3:1][C:2]1[C:10]2[C:9]([CH3:12])([CH3:11])[CH2:8][CH2:7][S:6][C:5]=2[S:4][CH:3]=1.O1CCCC1.C([Li])CCC.[C:23](=[O:25])=[O:24]>CCCCCC>[CH3:1][C:2]1[C:10]2[C:9]([CH3:12])([CH3:11])[CH2:8][CH2:7][S:6][C:5]=2[S:4][C:3]=1[C:23]([OH:25])=[O:24]. Procedure details: 8.20 g (0.041 mol) of the title compound of Step B was added to 200 mL of tetrahydrofuran under nitrogen. The solution was cooled to about -65° C. and 21 mL (0.053 mol) of 2.5M n-butyllithium was added dropwise while keeping the reaction temperature below -55° C. After stirring for 1 h, an excess of solid CO2 was added in portions and the mixture was allowed to warm to room temperature over 2 hr. The mixture was then diluted with 150 mL of hexane and the precipitate was collected by filtration. ... Product: FC(OC=1C=C(C=CC1)N1C(CC(C1)S(=O)(=O)C1=C(C=CC=C1)C(F)(F)F)C(=O)O)(F)F (1-(3-Trifluoromethoxy-phenyl)-4-(2-trifluoromethyl-benzenesulfonyl)-pyrrolidine-2-carboxylic acid). Reaction SMILES: C([O:3][C:4]([CH:6]1[CH2:10][CH:9]([S:11]([C:14]2[CH:19]=[CH:18][CH:17]=[CH:16][C:15]=2[C:20]([F:23])([F:22])[F:21])(=[O:13])=[O:12])[CH2:8][N:7]1[C:24]1[CH:29]=[CH:28][CH:27]=[C:26]([O:30][C:31]([F:34])([F:33])[F:32])[CH:25]=1)=[O:5])C.[OH-].[Li+]>>[F:34][C:31]([F:32])([F:33])[O:30][C:26]1[CH:25]=[C:24]([N:7]2[CH2:8][CH:9]([S:11]([C:14]3[CH:19]=[CH:18][CH:17]=[CH:16][C:15]=3[C:20]([F:21])([F:22])[F:23])(=[O:13])=[O:12])[CH2:10][CH:6]2[C:4]([OH:5])=[O:3])[CH:29]=[CH:28][CH:27]=1 |f:1.2|. Procedure: In analogy to the procedure described in example 253e, 1-(3-trifluoromethoxy-phenyl)-4-(2-trifluoromethyl-benzenesulfonyl)-pyrrolidine-2-carboxylic acid ethyl ester was saponified in the presence of lithium hydroxide to give the title compound as yellow oil which was used in the next step without further purification. MS (ESI): m/z=484.2 [M+H]+. Reactants: C(C)OC(=O)C1N(CC(C1)S(=O)(=O)C1=C(C=CC=C1)C(F)(F)F)C1=CC(=CC=C1)OC(F)(F)F (1-(3-trifluoromethoxy-phenyl)-4-(2-trifluoromethyl-benzenesulfonyl)-pyrrolidine-2-carboxylic acid ethyl ester), [OH-].[Li+] (lithium hydroxide).